Dataset: the Open Reaction Database (ORD), a public repository of structured organic reaction records. Task: describe an organic reaction: reactants, conditions, products, and yield The reactants are CC(=O)O[BH-](OC(C)=O)OC(C)=O, C=C(C)COC1CN(C(=O)OC(C)(C)C)CCC1=O, ClCCCl, NCc1ccccc1, [Na+]. Yields the product C=C(C)COC1CN(C(=O)OC(C)(C)C)CCC1NCc1ccccc1. Reaction SMILES: [C:28]([O:29][BH-:30]([O:31][C:32](=[O:33])[CH3:34])[O:35][C:36](=[O:37])[CH3:38])(=[O:39])[CH3:40].[CH3:1][C:2]([CH2:3][O:4][CH:5]1[CH2:6][N:7]([C:12](=[O:13])[O:14][C:15]([CH3:16])([CH3:17])[CH3:18])[CH2:8][CH2:9][C:10]1=[O:11])=[CH2:19].[Cl:42][CH2:43][CH2:44][Cl:45].[NH2:20][CH2:21][c:22]1[cH:23][cH:24][cH:25][cH:26][cH:27]1.[Na+:41]>>[CH3:1][C:2]([CH2:3][O:4][CH:5]1[CH2:6][N:7]([C:12](=[O:13])[O:14][C:15]([CH3:16])([CH3:17])[CH3:18])[CH2:8][CH2:9][CH:10]1[NH:20][CH2:21][c:22]1[cH:23][cH:24][cH:25][cH:26][cH:27]1)=[CH2:19]. The reactants are BrCCBr, [Na+], [OH-], Oc1ccccc1Cl. Yields the product Clc1ccccc1OCCBr. As a reaction SMILES: [CH2:9]([CH2:10][Br:11])[Br:12].[Na+:14].[OH-:13].[OH:1][c:2]1[cH:3][cH:4][cH:5][cH:6][c:7]1[Cl:8]>>[O:1]([c:2]1[cH:3][cH:4][cH:5][cH:6][c:7]1[Cl:8])[CH2:9][CH2:10][Br:11]. The reactants are O=C(n1ccnc1)n1ccnc1, C1CCOC1, COCCNc1ccc(F)cc1. Product: COCCN(C(=O)n1ccnc1)c1ccc(F)cc1. Reaction SMILES: [C:13](=[O:14])([n:15]1[cH:16][n:17][cH:18][cH:19]1)[n:20]1[cH:21][cH:22][n:23][cH:24]1.[CH2:25]1[O:26][CH2:27][CH2:28][CH2:29]1.[F:1][c:2]1[cH:3][cH:4][c:5]([NH:8][CH2:9][CH2:10][O:11][CH3:12])[cH:6][cH:7]1>>[F:1][c:2]1[cH:3][cH:4][c:5]([N:8]([CH2:9][CH2:10][O:11][CH3:12])[C:13](=[O:14])[n:15]2[cH:16][n:17][cH:18][cH:19]2)[cH:6][cH:7]1. The reactants are C1(=CC=CC=C1)COC(=O)NC=1C=C2CCN(CC2=CC1)C(=O)[O-] (3,4-dihydro-6-[[(phenylmethoxy)carbonyl]amino]-2(1H)-isoquinolinecarboxylate), C(CCC)[Li] (n-butyllithium), C1CCOC1 (THF), C(CCC)(=O)OC[C@H]1CO1 ((R)-(−)-glycidyl butyrate). Conditions: temperature -78 celsius, time 45 minute. Yields the product OC[C@H]1CN(C(O1)=O)C=1C=C2CCN(CC2=CC1)C(=O)OCC1=CC=CC=C1 ((+)-phenylmethyl 6-[(5R)-5-(hydroxymethyl)-2-oxo-3-oxazolidinyl]-3,4-dihydro-2(1H)-isoquinolinecarboxylate). The yield is 69.0%. RXN SMILES: [C:1]1([CH2:7][O:8][C:9]([NH:11][C:12]2[CH:13]=[C:14]3[C:19](=[CH:20][CH:21]=2)[CH2:18][N:17](C([O-])=O)[CH2:16][CH2:15]3)=[O:10])C=CC=CC=1.[CH2:25]([Li])[CH2:26][CH2:27][CH3:28].[C:30]([O:35][CH2:36][C@@H:37]1O[CH2:38]1)(=[O:34])CCC.C1C[O:43][CH2:42]C1>>[OH:43][CH2:42][C@@H:7]1[O:8][C:9](=[O:10])[N:11]([C:12]2[CH:13]=[C:14]3[C:19](=[CH:20][CH:21]=2)[CH2:18][N:17]([C:30]([O:35][CH2:36][C:37]2[CH:38]=[CH:28][CH:27]=[CH:26][CH:25]=2)=[O:34])[CH2:16][CH2:15]3)[CH2:1]1. Procedure: A solution of 3,4-dihydro-6-[[(phenylmethoxy)carbonyl]amino]-2(1H)-isoquinolinecarboxylate (Step 2, 7.05 g, 16.93 mmol) in dry THF (85 mL) at −78° C. under N2 is treated with n-butyllithium (11.1 mL, 1.6M in hexanes, 17.77 mmol) dropwise over 10 mins. The resulting mixture is stirred at −78° C. for 45 mins and is then treated with (R)-(−)-glycidyl butyrate (2.52 mL, 17.77 mmol) dropwise. The resulting mixture is stirred at −78° C. for 30 mins and is then warmed to ambient temperature and stirred...